From a dataset of the Open Reaction Database (ORD), a public repository of structured organic reaction records. describe an organic reaction: reactants, conditions, products, and yield RXN SMILES: Cl[CH2:2][C:3]([O-:5])=[O:4].[Li+].[C:7]([O-:15])(=[O:14])[C:8]1[CH:13]=[CH:12][CH:11]=[CH:10][CH:9]=1.[Li+]>CN(C=O)C>[C:7]([O:15][CH2:2][C:3]([OH:5])=[O:4])(=[O:14])[C:8]1[CH:13]=[CH:12][CH:11]=[CH:10][CH:9]=1 |f:0.1,2.3|. Run in CN(C)C=O (DMF). Starting materials: ClCC(=O)[O-].[Li+] (lithium chloroacetate), C(C1=CC=CC=C1)(=O)[O-].[Li+] (lithium benzoate). Conditions: time 3 hour. Procedure: 13 g lithium chloroacetate (0.10 m) and 17.6 g lithium benzoate (0.10 m) were combined in a 250 ml R.b. flask with 50 ml DMF. This was heated on an oil bath to 110°-120° C. with magnetic stirring for 3 hrs. (The solution at first was clear, but after 2-3 hrs. a white precipitate formed). The product is C(C1=CC=CC=C1)(=O)OCC(=O)O (Benzoyl Oxyacetic Acid). Reactants: CSC(=NCC)N1N=C(CC1)CC (3,N-Diethyl-4,5-dihydro-pyrazole-1-carboximidothioic acid methyl ester), ClC1=C(C=CC=C1)S(=O)(=O)N (2-chlorobenzenesulfonamide). Run in C(C)#N (acetonitrile). Product: ClC1=C(C=CC=C1)S(=O)(=O)N=C(N1N=C(CC1)CC)NCC (2-chloro-N-[ethylamino-(3-ethyl-4,5-dihydro-pyrazol-1-yl)-methylene]-benzenesulfonamide). Isolated yield 0.6%. As a reaction SMILES: CS[C:3]([N:7]1[CH2:11][CH2:10][C:9]([CH2:12][CH3:13])=[N:8]1)=[N:4][CH2:5][CH3:6].[Cl:14][C:15]1[CH:20]=[CH:19][CH:18]=[CH:17][C:16]=1[S:21]([NH2:24])(=[O:23])=[O:22]>C(#N)C>[Cl:14][C:15]1[CH:20]=[CH:19][CH:18]=[CH:17][C:16]=1[S:21]([N:24]=[C:3]([NH:4][CH2:5][CH3:6])[N:7]1[CH2:11][CH2:10][C:9]([CH2:12][CH3:13])=[N:8]1)(=[O:23])=[O:22]. Procedure: 1.42 g (1 mol equiv.) 3,N-Diethyl-4,5-dihydro-pyrazole-1-carboximidothioic acid methyl ester and 1.43 g (1.05 mol equiv.) 2-chlorobenzenesulfonamide were added to 20 mL acetonitrile. The reaction mixture was refluxed overnight and volatiles were removed in vacuo. The residue was taken up in ethyl acetate and extracted with 2N NaOH. The organic layer was dried over Na2SO4, filtered and evaporated to dryness. The residue obtained after purification by flash chromatography on silica gel (Et2O) was ... The reactants are ClC=1C=C(CC2=NSC(O2)=O)C=CC1 (5-(3-chlorobenzyl)-1,3,4-oxathiazol-2-one), S(=O)(=O)(C1=CC=C(C)C=C1)C#N (tosyl cyanide). The solvent is ClC1=C(C=CC=C1)Cl (1,2-dichlorobenzene). Product: ClC=1C=C(CC2=NSC(=N2)S(=O)(=O)C2=CC=C(C=C2)C)C=CC1 (3-(3-Chlorobenzyl)-5-{(4-methylphenyl)sulphonyl}-1,2,4-thiadiazole). The yield is 58.4%. RXN SMILES: [Cl:1][C:2]1[CH:3]=[C:4]([CH:12]=[CH:13][CH:14]=1)[CH2:5][C:6]1OC(=O)[S:8][N:7]=1.[S:15]([C:25]#[N:26])([C:18]1[CH:24]=[CH:23][C:21]([CH3:22])=[CH:20][CH:19]=1)(=[O:17])=[O:16]>ClC1C=CC=CC=1Cl>[Cl:1][C:2]1[CH:3]=[C:4]([CH:12]=[CH:13][CH:14]=1)[CH2:5][C:6]1[N:26]=[C:25]([S:15]([C:18]2[CH:24]=[CH:23][C:21]([CH3:22])=[CH:20][CH:19]=2)(=[O:17])=[O:16])[S:8][N:7]=1. Reported procedure: 13.00 g (52.6 mmol) of 5-(3-chlorobenzyl)-1,3,4-oxathiazol-2-one and 10.50 g (55.2 mmol) of tosyl cyanide are stirred in 15 ml of 1,2-dichlorobenzene at 160° C. for 1 h. Subsequently, the reaction mixture is cooled and purified by column chromatography. 11.2 g of product are obtained (93.3% purity, 54.5% yield). Product: NC(C(=O)NC1CN(CC1)C1=C(C=C2C(C(=CN(C2=N1)C1CC1)C(=O)O)=O)F)CC1=CC=CC=C1 (7-[3-[(2-Amino-1-oxo-3-phenylpropyl)amino]-1-pyrrolidinyl]-1-cyclopropyl-6-fluoro-1,4-dihydro-4-oxo-1,8-naphthyridine-3-carboxylic acid). Run in C(C)O (ethanol). Procedure details: A solution of 14.5 g (25 mmol) of [R-(R*,S*)]-1-cyclopropyl-7-[3-[[2-[[(1,1-dimethylethoxy)carbonyl]amino]-1-oxo-3-phenylpropyl]amino]-1-pyrrolidinyl]-6-fluoro-1,4-dihydro-4-oxo-1,8-napthyridine-3-carboxylic acid, 100 ml of 1.0M hydrochloric acid and 100 ml of ethanol was heated at reflux for three hours. The solution was filtered through a fiber glass pad to clarify and the solvent removed in vacuo. The residue was triturated with 100 ml of ethanol/ether (1:1) and the solid was removed by filtr... RXN SMILES: [CH:1]1([N:4]2[C:13]3[C:8](=[CH:9][C:10]([F:38])=[C:11]([N:14]4[CH2:18][CH2:17][CH:16]([NH:19][C:20](=[O:37])[CH:21]([NH:29]C(OC(C)(C)C)=O)[CH2:22][C:23]5[CH:28]=[CH:27][CH:26]=[CH:25][CH:24]=5)[CH2:15]4)[N:12]=3)[C:7](=[O:39])[C:6]([C:40]([OH:42])=[O:41])=[CH:5]2)[CH2:3][CH2:2]1.Cl>C(O)C>[NH2:29][CH:21]([CH2:22][C:23]1[CH:24]=[CH:25][CH:26]=[CH:27][CH:28]=1)[C:20]([NH:19][CH:16]1[CH2:17][CH2:18][N:14]([C:11]2[N:12]=[C:13]3[C:8]([C:7](=[O:39])[C:6]([C:40]([OH:42])=[O:41])=[CH:5][N:4]3[CH:1]3[CH2:3][CH2:2]3)=[CH:9][C:10]=2[F:38])[CH2:15]1)=[O:37]. Starting materials: C1(CC1)N1C=C(C(C2=CC(=C(N=C12)N1CC(CC1)NC(C(CC1=CC=CC=C1)NC(=O)OC(C)(C)C)=O)F)=O)C(=O)O (1-cyclopropyl-7-[3-[[2-[[(1,1-dimethylethoxy)carbonyl]amino]-1-oxo-3-phenylpropyl]amino]-1-pyrrolidinyl]-6-fluoro-1,4-dihydro-4-oxo-1,8-napthyridine-3-carboxylic acid), Cl (hydrochloric acid). The reactants are N1=CC=C(C=C1)CNC(NOCC(=O)OC(C)(C)C)=O (tert-butyl 2-(3-(pyridin-4-ylmethyl)ureidooxy)acetate), Cl.O1CCOCC1 (HCl dioxane). The solvent is O1CCCC1 (tetrahydrofuran). Reaction conditions: time 3 day. Yields the product N1=CC=C(C=C1)CNC(NOCC(=O)O)=O (2-(3-(pyridin-4-ylmethyl)ureidooxy)acetic Acid). The yield is 100.7%. Reaction SMILES: [N:1]1[CH:6]=[CH:5][C:4]([CH2:7][NH:8][C:9](=[O:20])[NH:10][O:11][CH2:12][C:13]([O:15]C(C)(C)C)=[O:14])=[CH:3][CH:2]=1.Cl.O1CCOCC1>O1CCCC1>[N:1]1[CH:6]=[CH:5][C:4]([CH2:7][NH:8][C:9](=[O:20])[NH:10][O:11][CH2:12][C:13]([OH:15])=[O:14])=[CH:3][CH:2]=1 |f:1.2|. Procedure: To a solution of tert-butyl 2-(3-(pyridin-4-ylmethyl)ureidooxy)acetate (Compound V-5) (42.2 mg, 0.15 mmol) in tetrahydrofuran (1 ml) was added 4N HCl/dioxane (2 ml) and the mixture was stirred at room temperature for 3 days. The reaction mixture was concentrated in vacuo to obtain the title compound (34 mg, 100%). Reactants: O=C(O)C(CC1CCCC1)N1Cc2ccccc2C1=O, O=C(Nc1nccs1)C(CC1CCCCC1)N1Cc2ccccc2C1=O, Cl, Nc1ncc(Cl)s1. The product is O=C(Nc1ncc(Cl)s1)C(CC1CCCC1)N1Cc2ccccc2C1=O. As a reaction SMILES: [CH:1]1([CH2:6][CH:7]([C:8](=[O:9])[OH:10])[N:11]2[C:12](=[O:20])[c:13]3[cH:14][cH:15][cH:16][cH:17][c:18]3[CH2:19]2)[CH2:2][CH2:3][CH2:4][CH2:5]1.[CH:29]1([CH2:30][CH:31]([N:32]2[CH2:33][c:34]3[c:35]([cH:36][cH:37][cH:38][cH:39]3)[C:40]2=[O:41])[C:42]([NH:43][c:44]2[s:45][cH:46][cH:47][n:48]2)=[O:49])[CH2:50][CH2:51][CH2:52][CH2:53][CH2:54]1.[ClH:21].[NH2:22][c:23]1[s:24][c:25]([Cl:28])[cH:26][n:27]1>>[CH:1]1([CH2:6][CH:7]([C:8](=[O:10])[NH:22][c:23]2[s:24][c:25]([Cl:28])[cH:26][n:27]2)[N:11]2[C:12](=[O:20])[c:13]3[cH:14][cH:15][cH:16][cH:17][c:18]3[CH2:19]2)[CH2:2][CH2:3][CH2:4][CH2:5]1.